Dataset: the Open Reaction Database (ORD), a public repository of structured organic reaction records. Task: describe an organic reaction: reactants, conditions, products, and yield Reactants: BrC=1C=C(C=2NC=3C=C(C=CC3C2N1)N1CCOCC1)C(=O)OC (Methyl 2-bromo-7-morpholino-5H-pyrido[3,2-b]indole-4-carboxylate), N (NH3). The solvent is CO (MeOH). Reaction conditions: temperature 75 celsius. Product: BrC=1C=C(C=2NC=3C=C(C=CC3C2N1)N1CCOCC1)C(=O)N (2-bromo-7-morpholino-5H-pyrido[3,2-b]indole-4-carboxamide). The yield is 82.0%. As a reaction SMILES: [Br:1][C:2]1[CH:3]=[C:4]([C:21]([O:23]C)=O)[C:5]2[NH:6][C:7]3[CH:8]=[C:9]([N:15]4[CH2:20][CH2:19][O:18][CH2:17][CH2:16]4)[CH:10]=[CH:11][C:12]=3[C:13]=2[N:14]=1.[NH3:25]>CO>[Br:1][C:2]1[CH:3]=[C:4]([C:21]([NH2:25])=[O:23])[C:5]2[NH:6][C:7]3[CH:8]=[C:9]([N:15]4[CH2:16][CH2:17][O:18][CH2:19][CH2:20]4)[CH:10]=[CH:11][C:12]=3[C:13]=2[N:14]=1. Procedure details: Methyl 2-bromo-7-morpholino-5H-pyrido[3,2-b]indole-4-carboxylate (3.0 g, 7.69 mmol) was mixed with 7 N NH3 in MeOH (80 mL) in a pressure bottle. This was sealed and heated at 75° C. for 47 hrs. It was cooled to RT and the solid was collected by filtration, washed with MeOH, and air dried to afford 2-bromo-7-morpholino-5H-pyrido[3,2-b]indole-4-carboxamide (2.64 g, 6.33 mmol, 82% yield) as a yellow solid. MS (ESI) m/z 375.09 (M+H). 1H NMR (500 MHz, DMSO-d6) δppm 11.41 (1H, s), 8.42 (1H, br. s.), 7... Starting materials: B, CC(C)c1cc2c(c(C3=CCCCC3)c1C(=O)c1ccc(C(F)(F)F)cc1)C(=O)CC(C)(C)O2, CCN(CC)c1ccccc1, CO, NC1c2ccccc2CC1O, C1CCOC1. Product: CC(C)c1cc2c(c(C3=CCCCC3)c1C(=O)c1ccc(C(F)(F)F)cc1)C(O)CC(C)(C)O2. As a reaction SMILES: [BH3:12].[C:24]1([c:30]2[c:31]3[c:36]([cH:37][c:38]([CH:52]([CH3:53])[CH3:54])[c:39]2[C:40]([c:41]2[cH:42][cH:43][c:44]([C:47]([F:48])([F:49])[F:50])[cH:45][cH:46]2)=[O:51])[O:35][C:34]([CH3:55])([CH3:56])[CH2:33][C:32]3=[O:57])=[CH:25][CH2:26][CH2:27][CH2:28][CH2:29]1.[CH2:1]([N:2]([CH2:3][CH3:4])[c:5]1[cH:6][cH:7][cH:8][cH:9][cH:10]1)[CH3:11].[CH3:58][OH:59].[NH2:13][CH:14]1[c:15]2[c:16]([cH:17][cH:18][cH:19][cH:20]2)[CH2:21][CH:22]1[OH:23].[O:60]1[CH2:61][CH2:62][CH2:63][CH2:64]1>>[C:24]1([c:30]2[c:31]3[c:36]([cH:37][c:38]([CH:52]([CH3:53])[CH3:54])[c:39]2[C:40]([c:41]2[cH:42][cH:43][c:44]([C:47]([F:48])([F:49])[F:50])[cH:45][cH:46]2)=[O:51])[O:35][C:34]([CH3:55])([CH3:56])[CH2:33][CH:32]3[OH:57])=[CH:25][CH2:26][CH2:27][CH2:28][CH2:29]1. Reactants: CC(=O)O, CC(C)=O, ClCCl, Cc1cc(F)ccc1C1C(OC(C)c2cc(C(F)(F)F)cc(C(F)(F)F)c2)OCC2CNCC21. Product: Cc1cc(F)ccc1C1C(OC(C)c2cc(C(F)(F)F)cc(C(F)(F)F)c2)OCC2CN(C(C)C)CC21. As a reaction SMILES: [C:39]([OH:40])(=[O:41])[CH3:42].[CH3:35][C:36]([CH3:37])=[O:38].[Cl:43][CH2:44][Cl:45].[F:1][C:2]([c:3]1[cH:4][c:5]([CH:13]([CH3:14])[O:15][CH:16]2[CH:17]([c:25]3[c:26]([CH3:32])[cH:27][c:28]([F:31])[cH:29][cH:30]3)[CH:18]3[CH:19]([CH2:20][NH:21][CH2:22]3)[CH2:23][O:24]2)[cH:6][c:7]([C:9]([F:10])([F:11])[F:12])[cH:8]1)([F:33])[F:34]>>[F:1][C:2]([c:3]1[cH:4][c:5]([CH:13]([CH3:14])[O:15][CH:16]2[CH:17]([c:25]3[c:26]([CH3:32])[cH:27][c:28]([F:31])[cH:29][cH:30]3)[CH:18]3[CH:19]([CH2:20][N:21]([CH:36]([CH3:35])[CH3:37])[CH2:22]3)[CH2:23][O:24]2)[cH:6][c:7]([C:9]([F:10])([F:11])[F:12])[cH:8]1)([F:33])[F:34]. The reactants are C(C)(C)C1=C(C=C(C(=O)OC(C)(C)C)C=C1)OC1=CC=CC=C1 (tert-butyl 4-isopropyl-3-phenoxybenzoate), FC(C(=O)O)(F)F (2,2,2-trifluoroacetic acid), resultant mixture. Solvent: ClCCl (dichloromethane). Product: C(C)(C)C1=C(C=C(C(=O)O)C=C1)OC1=CC=CC=C1 (4-isopropyl-3-phenoxybenzoic acid). The yield is 81.3%. Reaction SMILES: [CH:1]([C:4]1[CH:16]=[CH:15][C:7]([C:8]([O:10]C(C)(C)C)=[O:9])=[CH:6][C:5]=1[O:17][C:18]1[CH:23]=[CH:22][CH:21]=[CH:20][CH:19]=1)([CH3:3])[CH3:2].FC(F)(F)C(O)=O>ClCCl>[CH:1]([C:4]1[CH:16]=[CH:15][C:7]([C:8]([OH:10])=[O:9])=[CH:6][C:5]=1[O:17][C:18]1[CH:23]=[CH:22][CH:21]=[CH:20][CH:19]=1)([CH3:3])[CH3:2]. Procedure: To a solution of tert-butyl 4-isopropyl-3-phenoxybenzoate (150 mg, 0.48 mmol) in dichloromethane (10 mL) was added 2,2,2-trifluoroacetic acid (2 mL). The resultant mixture was stirred at room temperature for 30 minutes. Thin layer chromatography showed that starting material was consumed completely. The solution was concentrated to give 4-isopropyl-3-phenoxybenzoic acid (100 mg, 81.3%) as a white solid which was used in the next step directly. LRMS (M+H+) m/z: calcd 257.11. found 257. 1H NMR (30...